This data is from the Open Reaction Database (ORD), a public repository of structured organic reaction records. The task is: describe an organic reaction: reactants, conditions, products, and yield Product: CCOC(=O)c1nc2ccccn2c1CO. As a reaction SMILES: [CH2:24]=[O:25].[CH3:15][C:16]([OH:17])=[O:18].[CH3:20][C:21](=[O:22])[O-:23].[Na+:19].[OH2:26].[n:1]1[c:2]([C:10](=[O:11])[O:12][CH2:13][CH3:14])[cH:3][n:4]2[c:5]1[cH:6][cH:7][cH:8][cH:9]2>>[n:1]1[c:2]([C:10](=[O:11])[O:12][CH2:13][CH3:14])[c:3]([CH2:16][OH:17])[n:4]2[c:5]1[cH:6][cH:7][cH:8][cH:9]2. Starting materials: C=O, CC(=O)O, CC(=O)[O-], [Na+], O, CCOC(=O)c1cn2ccccc2n1. The product is ClC=1C=C(C=CC1Cl)CCCNC(=O)C=1CN(C(C1O)=O)C (4-Hydroxy-1-methyl-5-oxo-2,5-dihydro-1H-pyrrole-3-carboxylic acid [3-(3,4-dichlorophenyl)-propyl]-amide). Procedure details: Reaction of N-[3-(3,4-dichlorophenyl)-propyl]-2-(2,2-dimethyl-5-oxo-[1,3]-dioxolan-4-ylidene)-acetamide (0.432 g, 1.20 mmol) with the paraformaldehyde-methylamine adduct in methanol using a procedure similar to the one described in the preparation of compound 44 (method 44B) gave 0.232 g (56% yield) of the title compound as white crystals; mp 157–158° C. (dec) (ethyl acetate-hexane). 1HNMR 400 MHz (CDCl3) δ (ppm); 1.81 (2H, m, CH2), 2.57 (2H, t, J=7.5 Hz, CH2), 3.05 (3H, s, NCH3), 3.33 (2H, m, N... Yield: 56.0%. As a reaction SMILES: [Cl:1][C:2]1[CH:3]=[C:4]([CH2:9][CH2:10][CH2:11][NH:12][C:13](=[O:23])[CH:14]=[C:15]2[C:19](=[O:20])OC(C)(C)[O:16]2)[CH:5]=[CH:6][C:7]=1[Cl:8].C=O.[CH3:26][NH2:27].[CH3:28]O>>[Cl:1][C:2]1[CH:3]=[C:4]([CH2:9][CH2:10][CH2:11][NH:12][C:13]([C:14]2[CH2:26][N:27]([CH3:28])[C:19](=[O:20])[C:15]=2[OH:16])=[O:23])[CH:5]=[CH:6][C:7]=1[Cl:8] |f:1.2|. Starting materials: ClC=1C=C(C=CC1Cl)CCCNC(C=C1OC(OC1=O)(C)C)=O (N-[3-(3,4-dichlorophenyl)-propyl]-2-(2,2-dimethyl-5-oxo-[1,3]-dioxolan-4-ylidene)-acetamide), C=O.CN (paraformaldehyde methylamine), CO (methanol), compound 44. Starting materials: [BH4-], CCO, COc1ccc2cc(-c3oc4ccccc4c3C(=O)CC3CCCC3)ccc2c1, [Na+]. The product is COc1ccc2cc(-c3oc4ccccc4c3C(O)CC3CCCC3)ccc2c1. Reaction SMILES: [BH4-:30].[CH3:32][CH2:33][OH:34].[CH:1]1([CH2:6][C:7](=[O:8])[c:9]2[c:10](-[c:18]3[cH:19][c:20]4[cH:21][cH:22][c:23]([O:28][CH3:29])[cH:24][c:25]4[cH:26][cH:27]3)[o:11][c:12]3[c:13]2[cH:14][cH:15][cH:16][cH:17]3)[CH2:2][CH2:3][CH2:4][CH2:5]1.[Na+:31]>>[CH:1]1([CH2:6][CH:7]([OH:8])[c:9]2[c:10](-[c:18]3[cH:19][c:20]4[cH:21][cH:22][c:23]([O:28][CH3:29])[cH:24][c:25]4[cH:26][cH:27]3)[o:11][c:12]3[c:13]2[cH:14][cH:15][cH:16][cH:17]3)[CH2:2][CH2:3][CH2:4][CH2:5]1. Starting materials: C(C)(C)(C)OC(=O)N1[C@H](CCC1)COC1=CC=C(C=C1)O ((R)-2-(4-hydroxy-phenoxymethyl)-pyrrolidine-1-carboxylic acid tert-butyl ester), ClC=1SC2=C(N1)C=CC=C2 (2-chloro-benzothiazole). Yields the product C(C)(C)(C)OC(=O)N1[C@H](CCC1)COC1=CC=C(C=C1)OC=1SC2=C(N1)C=CC=C2 ((R)-2-[4-(Benzothiazol-2-yloxy)-phenoxymethyl]-pyrrolidine-1-carboxylic acid tert-butyl ester). Yield: 71.5%. As a reaction SMILES: [C:1]([O:5][C:6]([N:8]1[CH2:12][CH2:11][CH2:10][C@@H:9]1[CH2:13][O:14][C:15]1[CH:20]=[CH:19][C:18]([OH:21])=[CH:17][CH:16]=1)=[O:7])([CH3:4])([CH3:3])[CH3:2].Cl[C:23]1[S:24][C:25]2[CH:31]=[CH:30][CH:29]=[CH:28][C:26]=2[N:27]=1>>[C:1]([O:5][C:6]([N:8]1[CH2:12][CH2:11][CH2:10][C@@H:9]1[CH2:13][O:14][C:15]1[CH:20]=[CH:19][C:18]([O:21][C:23]2[S:24][C:25]3[CH:31]=[CH:30][CH:29]=[CH:28][C:26]=3[N:27]=2)=[CH:17][CH:16]=1)=[O:7])([CH3:4])([CH3:2])[CH3:3]. Reported procedure: Followed the same procedure as that of step 1 in Example 99 with the use of (R)-2-(4-hydroxy-phenoxymethyl)-pyrrolidine-1-carboxylic acid tert-butyl ester (293 mg, 1 mmol) and 2-chloro-benzothiazole (169 mg, 1 mmol) to afford the title product (305 mg, 75% yield); LCMS, 100% APCI+, Calcd: 426.50. Found m/z: 427.26 (M+1). 1H NMR (400 MHz, DMSO-d6); δ 1.41 (s, 9H), 1.78-2.13 (m, 4H), 3.24-3.36 (m, 2H), 3.89-4.12 (m, 3H), 7.08 (d, J=9.2 Hz, 2H), 7.31 (t, J=8.4 Hz, 1H), 7.37 (d, J=9.2 Hz, 2H), 7.42 ... Starting materials: C(C)(=O)OCC1=CC=C(C=C1)C(C(=O)NC=1C=C(CC2(CC2)C(=O)OC(C)(C)C)C=CC1)C1CCCC1 ((+/−)-tert-butyl 1-[3-({[4-(acetoxymethyl)phenyl](cyclopentyl)acetyl}-amino)benzyl]cyclopropanecarboxylate). Solvent: solution, N (ammonia), CO (methanol). Run at temperature 30 celsius, time 2 hour. Product: C1(CCCC1)C(C(=O)NC=1C=C(CC2(CC2)C(=O)OC(C)(C)C)C=CC1)C1=CC=C(C=C1)CO ((+/−)-tert-butyl 1-[3-({cyclopentyl[4-(hydroxymethyl)phenyl]acetyl}amino)benzyl]cyclopropane-carboxylate). RXN SMILES: C([O:4][CH2:5][C:6]1[CH:11]=[CH:10][C:9]([CH:12]([CH:33]2[CH2:37][CH2:36][CH2:35][CH2:34]2)[C:13]([NH:15][C:16]2[CH:17]=[C:18]([CH:30]=[CH:31][CH:32]=2)[CH2:19][C:20]2([C:23]([O:25][C:26]([CH3:29])([CH3:28])[CH3:27])=[O:24])[CH2:22][CH2:21]2)=[O:14])=[CH:8][CH:7]=1)(=O)C>N.CO>[CH:33]1([CH:12]([C:9]2[CH:10]=[CH:11][C:6]([CH2:5][OH:4])=[CH:7][CH:8]=2)[C:13]([NH:15][C:16]2[CH:17]=[C:18]([CH:30]=[CH:31][CH:32]=2)[CH2:19][C:20]2([C:23]([O:25][C:26]([CH3:28])([CH3:27])[CH3:29])=[O:24])[CH2:22][CH2:21]2)=[O:14])[CH2:37][CH2:36][CH2:35][CH2:34]1. Procedure: 12.50 g (24.72 mmol) of (+/−)-tert-butyl 1-[3-({[4-(acetoxymethyl)phenyl](cyclopentyl)acetyl}-amino)benzyl]cyclopropanecarboxylate were dissolved in 228 ml of a 2 M solution of ammonia in methanol and stirred at 30° C. for 2 h, then at 40° C. for 2 h and finally at RT overnight. The solution was then concentrated under reduced pressure and the residue was purified by chromatography on silica gel (mobile phase cyclohexane/ethyl acetate 10:1→2:1). This gave 11.88 g (96.5% of theory) of the target ... Reactants: B, O=C([O-])[O-], CC1CN(Cc2ccccc2)CC1C(=O)NC1CC1, CSC, Cc1ccccc1, [Na+], [Na+]. Product: CC1CN(Cc2ccccc2)CC1CNC1CC1. Reaction SMILES: [BH3:23].[C:24](=[O:25])([O-:26])[O-:27].[CH2:1]([c:2]1[cH:3][cH:4][cH:5][cH:6][cH:7]1)[N:8]1[CH2:9][CH:10]([C:14](=[O:15])[NH:16][CH:17]2[CH2:18][CH2:19]2)[CH:11]([CH3:13])[CH2:12]1.[CH3:20][S:21][CH3:22].[CH3:30][c:31]1[cH:32][cH:33][cH:34][cH:35][cH:36]1.[Na+:28].[Na+:29]>>[CH2:1]([c:2]1[cH:3][cH:4][cH:5][cH:6][cH:7]1)[N:8]1[CH2:9][CH:10]([CH2:14][NH:16][CH:17]2[CH2:18][CH2:19]2)[CH:11]([CH3:13])[CH2:12]1. Starting materials: solution, C(C1=CC=C(C=C1)OC)=O (p-anisaldehyde), BrC(C(=O)OCC)C (ethyl 2-bromopropionate). The reagents and catalysts are [Zn] (zinc), [Zn] (zinc). Run in C1=CC=CC=C1 (benzene), CCOCC (ether). Product: COC1=CC=C(C=C1)C(C(C(=O)OCC)C)O (ethyl β-(p-methoxyphenyl)-β-hydroxy-α-methylpropionate). Reaction SMILES: [CH:1](=[O:10])[C:2]1[CH:7]=[CH:6][C:5]([O:8][CH3:9])=[CH:4][CH:3]=1.Br[CH:12]([CH3:18])[C:13]([O:15][CH2:16][CH3:17])=[O:14]>C1C=CC=CC=1.CCOCC.[Zn]>[CH3:9][O:8][C:5]1[CH:6]=[CH:7][C:2]([CH:1]([OH:10])[CH:12]([CH3:18])[C:13]([O:15][CH2:16][CH3:17])=[O:14])=[CH:3][CH:4]=1. Procedure: To 36.2 g (0.55 mole) of purified zinc dust is added portionwise a solution of 80 g p-anisaldehyde (0.58 mole) in 80 ml of anhydrous benzene, 20 ml anhydrous ether and 98 g (0.54 mole) of ethyl 2-bromopropionate from a separatory funnel. About 15 ml of this solution is added to the zinc and the flask is warmed until the reaction starts and then heating is removed and allowed to continue exothermally. The addition takes about an hour. The reaction mixture is refluxed for 40 minutes and then coole... Reactants: [OH-].[Na+] (sodium hydroxide), COC=1C(=C(N2C=C(C=CC12)C(=O)OC)C(C1=CC(=C(C=C1)[N+](=O)[O-])OC)=O)C (methyl [1-methoxy-3-(3-methoxy-4-nitrobenzoyl)-2-methylindolizin-6-yl]carboxylate). The solvent is CO (methanol). Run at time 8 hour. Product: COC=1C(=C(N2C=C(C=CC12)C(=O)O)C(C1=CC(=C(C=C1)[N+](=O)[O-])OC)=O)C ([1-Methoxy-3-(3-methoxy-4-nitrobenzoyl)-2-methylindolizin-6-yl]carboxylic Acid). The yield is 66.2%. RXN SMILES: [OH-].[Na+].[CH3:3][O:4][C:5]1[C:6]([CH3:31])=[C:7]([C:18](=[O:30])[C:19]2[CH:24]=[CH:23][C:22]([N+:25]([O-:27])=[O:26])=[C:21]([O:28][CH3:29])[CH:20]=2)[N:8]2[C:13]=1[CH:12]=[CH:11][C:10]([C:14]([O:16]C)=[O:15])=[CH:9]2>CO>[CH3:3][O:4][C:5]1[C:6]([CH3:31])=[C:7]([C:18](=[O:30])[C:19]2[CH:24]=[CH:23][C:22]([N+:25]([O-:27])=[O:26])=[C:21]([O:28][CH3:29])[CH:20]=2)[N:8]2[C:13]=1[CH:12]=[CH:11][C:10]([C:14]([OH:16])=[O:15])=[CH:9]2 |f:0.1|. Procedure details: 1.21 mL (0.00121 mol) of 1N sodium hydroxide are added to 440 mg (0.0011 mol) of methyl [1-methoxy-3-(3-methoxy-4-nitrobenzoyl)-2-methylindolizin-6-yl]carboxylate (obtained in Example 10) in 10 mL of methanol and the medium is stirred at room temperature overnight. The reaction medium is concentrated under vacuum and the residue is taken up in water and ethyl acetate. The aqueous phase is separated by decantation and then acidified with 1.21 mL of 1N hydrochloric acid. The precipitate formed is ...